From a dataset of the Open Reaction Database (ORD), a public repository of structured organic reaction records. describe an organic reaction: reactants, conditions, products, and yield Reactants: C(C)(=O)N1C(C(C2=CC=C(C=C12)C(=O)OC)=C(C1=CC=CC=C1)OCC)=O (1-acetyl-3-(1-ethoxy-1-phenylmethylene)-6-methoxycarbonyl-2-indolinone), CN(CCCN(C1=CC=C(C=C1)N)C(C)=O)C (N-(3-dimethylamino-propyl)-N-acetyl-p-phenylenediamine). Yields the product CN(CCCN(C(C)=O)C1=CC=C(N\C(\C2=CC=CC=C2)=C\2/C(NC3=CC(=CC=C23)C(=O)OC)=O)C=C1)C (3-Z-[1-(4-(N-(3-dimethylamino-propyl)-N-acetyl-amino)-anilino)-1-phenyl-methylene]-6-methoxycarbonyl-2-indolinone). RXN SMILES: C([N:4]1[C:12]2[C:7](=[CH:8][CH:9]=[C:10]([C:13]([O:15][CH3:16])=[O:14])[CH:11]=2)[C:6](=[C:17](OCC)[C:18]2[CH:23]=[CH:22][CH:21]=[CH:20][CH:19]=2)[C:5]1=[O:27])(=O)C.[CH3:28][N:29]([CH3:44])[CH2:30][CH2:31][CH2:32][N:33]([C:41](=[O:43])[CH3:42])[C:34]1[CH:39]=[CH:38][C:37]([NH2:40])=[CH:36][CH:35]=1>>[CH3:44][N:29]([CH3:28])[CH2:30][CH2:31][CH2:32][N:33]([C:34]1[CH:39]=[CH:38][C:37]([NH:40]/[C:17](=[C:6]2\[C:5](=[O:27])[NH:4][C:12]3[C:7]\2=[CH:8][CH:9]=[C:10]([C:13]([O:15][CH3:16])=[O:14])[CH:11]=3)/[C:18]2[CH:23]=[CH:22][CH:21]=[CH:20][CH:19]=2)=[CH:36][CH:35]=1)[C:41](=[O:43])[CH3:42]. Procedure: Prepared from 1-acetyl-3-(1-ethoxy-1-phenylmethylene)-6-methoxycarbonyl-2-indolinone and N-(3-dimethylamino-propyl)-N-acetyl-p-phenylenediamine Rf value: 0.5 (aluminium oxide, methylene chloride/methanol=20:1) C30H32N4O4 The reactants are ClC=1N=CC2=CC(=CC=C2C1)C#N (3-chloroisoquinoline-7-carbonitrile), O=C1CN(CCN1)C(=O)OC(C)(C)C (tert-butyl 3-oxopiperazine-1-carboxylate), CC1(C2=C(C(=CC=C2)P(C3=CC=CC=C3)C4=CC=CC=C4)OC5=C(C=CC=C51)P(C6=CC=CC=C6)C7=CC=CC=C7)C (Xantphos), C([O-])([O-])=O.[Cs+].[Cs+] (cesium carbonate). Reagents/catalysts: C=1C=CC(=CC1)/C=C/C(=O)/C=C/C2=CC=CC=C2.C=1C=CC(=CC1)/C=C/C(=O)/C=C/C2=CC=CC=C2.C=1C=CC(=CC1)/C=C/C(=O)/C=C/C2=CC=CC=C2.[Pd].[Pd] (Pd2(dba)3). The solvent is O1CCOCC1 (dioxane). Run at temperature 100 celsius. Product: C(#N)C1=CC=C2C=C(N=CC2=C1)N1C(CN(CC1)C(=O)OC(C)(C)C)=O (tert-butyl 4-(7-cyanoisoquinolin-3-yl)-3-oxopiperazine-1-carboxylate). Reaction SMILES: Cl[C:2]1[N:3]=[CH:4][C:5]2[C:10]([CH:11]=1)=[CH:9][CH:8]=[C:7]([C:12]#[N:13])[CH:6]=2.[O:14]=[C:15]1[NH:20][CH2:19][CH2:18][N:17]([C:21]([O:23][C:24]([CH3:27])([CH3:26])[CH3:25])=[O:22])[CH2:16]1.CC1(C)C2C(=C(P(C3C=CC=CC=3)C3C=CC=CC=3)C=CC=2)OC2C(P(C3C=CC=CC=3)C3C=CC=CC=3)=CC=CC1=2.C(=O)([O-])[O-].[Cs+].[Cs+]>C1C=CC(/C=C/C(/C=C/C2C=CC=CC=2)=O)=CC=1.C1C=CC(/C=C/C(/C=C/C2C=CC=CC=2)=O)=CC=1.C1C=CC(/C=C/C(/C=C/C2C=CC=CC=2)=O)=CC=1.[Pd].[Pd].O1CCOCC1>[C:12]([C:7]1[CH:6]=[C:5]2[C:10]([CH:11]=[C:2]([N:20]3[CH2:19][CH2:18][N:17]([C:21]([O:23][C:24]([CH3:26])([CH3:25])[CH3:27])=[O:22])[CH2:16][C:15]3=[O:14])[N:3]=[CH:4]2)=[CH:9][CH:8]=1)#[N:13] |f:3.4.5,6.7.8.9.10|. Reported procedure: To a flask charged with 3-chloroisoquinoline-7-carbonitrile (250 mg, 1.3 mmol) and a stir bar was added tert-butyl 3-oxopiperazine-1-carboxylate (400 mg, 2.0 mmol), Pd2(dba)3 (120 mg, 0.13 mmol), Xantphos (150 mg, 0.26 mmol), cesium carbonate (650 mg, 2.0 mmol), and dioxane (20 mL). The mixture was purged three times with nitrogen, and heated to 100° C. for 16 hours. The mixture was diluted with EtOAc, washed with brine, dried over sodium sulfate, adsorbed onto silica gel, and purified by silica... Reactants: CC(=O)[O-], O=CC1CCCCC1, C1CC[NH2+]CC1, [Na+], [Na+], O=S(=O)([O-])[O-], CC(C)(C)OC(=O)CC(=O)c1ccccc1O. Product: CC(C)(C)OC(=O)C(=CC1CCCCC1)C(=O)c1ccccc1O. As a reaction SMILES: [C:26]([O-:27])(=[O:28])[CH3:29].[CH:18]1([CH:24]=[O:25])[CH2:19][CH2:20][CH2:21][CH2:22][CH2:23]1.[NH2+:30]1[CH2:31][CH2:32][CH2:33][CH2:34][CH2:35]1.[Na+:36].[Na+:37].[O-:38][S:39](=[O:40])(=[O:41])[O-:42].[OH:1][c:2]1[c:3]([C:8]([CH2:9][C:10](=[O:11])[O:12][C:13]([CH3:14])([CH3:15])[CH3:16])=[O:17])[cH:4][cH:5][cH:6][cH:7]1>>[OH:1][c:2]1[c:3]([C:8]([C:9]([C:10](=[O:11])[O:12][C:13]([CH3:14])([CH3:15])[CH3:16])=[CH:24][CH:18]2[CH2:19][CH2:20][CH2:21][CH2:22][CH2:23]2)=[O:17])[cH:4][cH:5][cH:6][cH:7]1. Starting materials: CS(C)=O, CCOC(C)=O, O=Cc1ccc(C(=O)O)c2ccccc12, NNC(=O)c1ccc(O)c(Cl)c1, O. Yields the product O=C(NN=Cc1ccc(C(=O)O)c2ccccc12)c1ccc(O)c(Cl)c1. Reaction SMILES: [CH3:28][S:29]([CH3:30])=[O:31].[CH3:32][CH2:33][O:34][C:35](=[O:36])[CH3:37].[CH:13](=[O:14])[c:15]1[cH:16][cH:17][c:18]([C:25](=[O:26])[OH:27])[c:19]2[cH:20][cH:21][cH:22][cH:23][c:24]12.[Cl:1][c:2]1[cH:3][c:4]([C:5](=[O:6])[NH:7][NH2:8])[cH:9][cH:10][c:11]1[OH:12].[OH2:38]>>[Cl:1][c:2]1[cH:3][c:4]([C:5](=[O:6])[NH:7][N:8]=[CH:13][c:15]2[cH:16][cH:17][c:18]([C:25](=[O:26])[OH:27])[c:19]3[cH:20][cH:21][cH:22][cH:23][c:24]23)[cH:9][cH:10][c:11]1[OH:12]. The reactants are [Na][Na] (disodium), C(C1=CC=CC=C1)N1CC(C1)(C(=O)O)C(=O)O (N-benzylazetidine-3,3-dicarboxylic acid), C([O-])([O-])=O.[Na+].[Na+] (sodium carbonate), C(=O)=O (carbon dioxide), C([O-])([O-])=O.[Na+].[Na+] (sodium carbonate), C(=O)=O (carbon dioxide). Solvent: O (water), C=1(C(=CC=CC1)CC(=O)O)C (toluene-acetic acid). The product is C(C1=CC=CC=C1)N1CC(C1)C(=O)O (N-benzyl-3-carboxy-azetidine). Reaction SMILES: [Na][Na].[CH2:3]([N:10]1[CH2:13][C:12](C(O)=O)([C:14]([OH:16])=[O:15])[CH2:11]1)[C:4]1[CH:9]=[CH:8][CH:7]=[CH:6][CH:5]=1.C(=O)([O-])[O-].[Na+].[Na+].C(=O)=O>C1(C)C(CC(O)=O)=CC=CC=1.O>[CH2:3]([N:10]1[CH2:11][CH:12]([C:14]([OH:16])=[O:15])[CH2:13]1)[C:4]1[CH:5]=[CH:6][CH:7]=[CH:8][CH:9]=1 |f:2.3.4|. Procedure details: A mixture of the disodium salt of N-benzylazetidine-3,3-dicarboxylic acid and sodium carbonate (approximately 2:1 by weight, total weight 7.5 g) were dissolved in 100 ml of a toluene-acetic acid mixture (2/1, v/v), with immediate evolution of carbon dioxide from the sodium carbonate. The mixture was warmed and stirred, and then refluxed over a Dean and Stark water separator. After 1/2 hour evolution of carbon dioxide had ceased and 1.5 ml of an acetic acid-water mixture had separated. The slight...